The task is: describe an organic reaction: reactants, conditions, products, and yield. This data is from the Open Reaction Database (ORD), a public repository of structured organic reaction records. The reactants are NC1=C(C=CC=C1[N+](=O)[O-])O (2-amino-3-nitrophenol), C([O-])([O-])=O.[K+].[K+] (dipotassium carbonate), C(C1=CC=CC=C1)Br (benzyl bromide). Solvent: CN(C=O)C (dimethylformamide). Reaction conditions: time 1.5 hour. The product is C(C1=CC=CC=C1)OC1=C(N)C(=CC=C1)[N+](=O)[O-] (2-Benzyloxy-6-nitroaniline). As a reaction SMILES: [NH2:1][C:2]1[C:7]([N+:8]([O-:10])=[O:9])=[CH:6][CH:5]=[CH:4][C:3]=1[OH:11].C(=O)([O-])[O-].[K+].[K+].[CH2:18](Br)[C:19]1[CH:24]=[CH:23][CH:22]=[CH:21][CH:20]=1>CN(C)C=O>[CH2:18]([O:11][C:3]1[CH:4]=[CH:5][CH:6]=[C:7]([N+:8]([O-:10])=[O:9])[C:2]=1[NH2:1])[C:19]1[CH:24]=[CH:23][CH:22]=[CH:21][CH:20]=1 |f:1.2.3|. Procedure details: 6.16 g (40 mM) of 2-amino-3-nitrophenol, 60 ml of dimethylformamide and 6.62 g (48 mM) of dipotassium carbonate are introduced into a round-bottomed flask. 4.75 ml (40 mM) of benzyl bromide are then added dropwise and the reaction mixture is brought to 80° C. After havingbeen stirred under an inert atmosphere for 1.5 hours, the mixture is pouredinto ice-cold water and then extracted with 200 ml of ethyl acetate. The organic phase is separated by settling and, after washing with a saturatedsodium...